Task: describe an organic reaction: reactants, conditions, products, and yield. Dataset: the Open Reaction Database (ORD), a public repository of structured organic reaction records Starting materials: C(CCC)OC=1C=C(C=CC1)NN (3-n-butyloxyphenylhydrazine), O=C1CC(CCC1)NC(C)=O (N-(3-oxocyclohexyl)acetamide), CC(=O)O (HOAc). Run in O (H2O). Conditions: time 3 hour. Product: C(CCC)OC1=CC=C2C=3CCC(CC3NC2=C1)NC(C)=O (N-(7-n-butyloxy-1,3,4,9-tetrahydro-2H-carbazol-2-yl)acetamide). The yield is 17.0%. Reaction SMILES: [CH2:1]([O:5][C:6]1[CH:7]=[C:8]([NH:12]N)[CH:9]=[CH:10][CH:11]=1)[CH2:2][CH2:3][CH3:4].O=[C:15]1[CH2:20][CH2:19][CH2:18][CH:17]([NH:21][C:22](=[O:24])[CH3:23])[CH2:16]1.CC(O)=O>O>[CH2:1]([O:5][C:6]1[CH:7]=[C:8]2[C:9]([C:20]3[CH2:19][CH2:18][CH:17]([NH:21][C:22](=[O:24])[CH3:23])[CH2:16][C:15]=3[NH:12]2)=[CH:10][CH:11]=1)[CH2:2][CH2:3][CH3:4]. Reported procedure: A mixture of 0.2 mol of 3-n-butyloxyphenylhydrazine, 0.2 mol of N-(3-oxocyclohexyl)acetamide, and 350 ml of glacial HOAc was stirred at room temperature for 3 hr and then refluxed for 2 hr. After pouring into 2.5 l of H2O and stirring overnight, the insoluble material had partly crystallized. The crystalline material was filtered, washed with H2O, and dried (23 g, Fraction A). The remaining insoluble semi-solid was taken up in EtOAc, washed with H2O, dried, and evaporated. The dark residue was t... Product: Nc1cc(C(F)(F)F)c([N+](=O)[O-])c(N)n1. The reactants are Nc1cc(C(F)(F)F)cc(N)n1, [NH4+], [OH-], O=[N+]([O-])O, O=S(=O)(O)O. RXN SMILES: [NH2:1][c:2]1[n:3][c:4]([NH2:12])[cH:5][c:6]([C:8]([F:9])([F:10])[F:11])[cH:7]1.[NH4+:18].[OH-:17].[OH:13][N+:14]([O-:15])=[O:16].[S:19](=[O:20])(=[O:21])([OH:22])[OH:23]>>[NH2:1][c:2]1[n:3][c:4]([NH2:12])[c:5]([N+:14](=[O:13])[O-:15])[c:6]([C:8]([F:9])([F:10])[F:11])[cH:7]1. Yields the product COC(=O)c1ccc(N)cc1OC. As a reaction SMILES: [CH3:1][O:2][c:3]1[c:4]([C:5](=[O:6])[O:7][CH3:8])[cH:9][cH:10][c:11]([N+:13]([O-:14])=[O:15])[cH:12]1.[CH3:23][OH:24].[Na+:16].[Na+:17].[O-:18][S:19]([O-:20])(=[O:21])=[O:22]>>[CH3:1][O:2][c:3]1[c:4]([C:5](=[O:6])[O:7][CH3:8])[cH:9][cH:10][c:11]([NH2:13])[cH:12]1. The reactants are COC(=O)c1ccc([N+](=O)[O-])cc1OC, CO, [Na+], [Na+], O=S(=O)([O-])[O-].